describe an organic reaction: reactants, conditions, products, and yield From a dataset of the Open Reaction Database (ORD), a public repository of structured organic reaction records. Starting materials: NC=1C=C(CC2=C(N=C3N2C=CC(=C3)C)C)C=CC1O (3-(3-amino-4-hydroxybenzyl)-2,7-dimethylimidazo[1,2-a]pyridine), C(C)N=C=O (ethyl isocyanate). The solvent is C(C)O (ethanol), O1CCCC1 (tetrahydrofuran). Yields the product C(C)NC(NC=1C=C(CC2=C(N=C3N2C=CC(=C3)C)C)C=CC1O)=O (3-[3-(3-ethylureido)-4-hydroxybenzyl]-2,7-dimethylimidazo[1,2-a]pyridine). Yield: 94.3%. As a reaction SMILES: [NH2:1][C:2]1[CH:3]=[C:4]([CH:17]=[CH:18][C:19]=1[OH:20])[CH2:5][C:6]1[N:10]2[CH:11]=[CH:12][C:13]([CH3:15])=[CH:14][C:9]2=[N:8][C:7]=1[CH3:16].[CH2:21]([N:23]=[C:24]=[O:25])[CH3:22]>C(O)C.O1CCCC1>[CH2:21]([NH:23][C:24](=[O:25])[NH:1][C:2]1[CH:3]=[C:4]([CH:17]=[CH:18][C:19]=1[OH:20])[CH2:5][C:6]1[N:10]2[CH:11]=[CH:12][C:13]([CH3:15])=[CH:14][C:9]2=[N:8][C:7]=1[CH3:16])[CH3:22]. Procedure: A solution of 3-(3-amino-4-hydroxybenzyl)-2,7-dimethylimidazo[1,2-a]pyridine (3.1 g) and ethyl isocyanate (1.24 g) in ethanol (50 ml) and tetrahydrofuran (50 ml) was refluxed for 2.5 hours under stirring. The reaction mixture was concentrated in vacuo and the precipitate was collected by filtration to give 3-[3-(3-ethylureido)-4-hydroxybenzyl]-2,7-dimethylimidazo[1,2-a]pyridine (3.7 g). Reactants: OC1=CC=C(C=C1)C1C(CNCC1)OCC1=CC=C2CCC(N(C2=C1)CCCOC)=O (7-[4-(4-hydroxyphenyl)piperidin-3-yloxymethyl]-1-(3-methoxypropyl)-3,4-dihydro-1H-quinolin-2-one), C(=O)OCC1=CC=CC=C1 (benzyl formate). Product: OC1=CC=C(C=C1)C1C(CN(CC1)C(=O)OCC1=CC=CC=C1)OCC1=CC=C2CCC(N(C2=C1)CCCOC)=O (Benzyl 4-(4-hydroxyphenyl)-3-[1-(3-methoxypropyl)-2-oxo-1,2,3,4-tetrahydroquinolin-7-ylmethoxy]piperidine-1-carboxylate). As a reaction SMILES: [OH:1][C:2]1[CH:7]=[CH:6][C:5]([CH:8]2[CH2:13][CH2:12][NH:11][CH2:10][CH:9]2[O:14][CH2:15][C:16]2[CH:25]=[C:24]3[C:19]([CH2:20][CH2:21][C:22](=[O:31])[N:23]3[CH2:26][CH2:27][CH2:28][O:29][CH3:30])=[CH:18][CH:17]=2)=[CH:4][CH:3]=1.[CH:32]([O:34][CH2:35][C:36]1[CH:41]=[CH:40][CH:39]=[CH:38][CH:37]=1)=[O:33]>>[OH:1][C:2]1[CH:7]=[CH:6][C:5]([CH:8]2[CH2:13][CH2:12][N:11]([C:32]([O:34][CH2:35][C:36]3[CH:41]=[CH:40][CH:39]=[CH:38][CH:37]=3)=[O:33])[CH2:10][CH:9]2[O:14][CH2:15][C:16]2[CH:25]=[C:24]3[C:19]([CH2:20][CH2:21][C:22](=[O:31])[N:23]3[CH2:26][CH2:27][CH2:28][O:29][CH3:30])=[CH:18][CH:17]=2)=[CH:4][CH:3]=1. Procedure details: Analogously to Example 10f, 0.190 g of 7-[4-(4-hydroxyphenyl)piperidin-3-yloxymethyl]-1-(3-methoxypropyl)-3,4-dihydro-1H-quinolin-2-one and 0.070 ml of benzyl formate are reacted. The title compound is obtained as a white foam. Rf=0.19 (2:1 EtOAc-heptane); Rt=6.03. The reactants are CC(=O)O[BH-](OC(C)=O)OC(C)=O, C=O, Cc1c(F)cc(C(=O)NC2CC2)cc1-c1ccc2c(=O)n(CC3CC3)cc(CN3CCNC(CO)C3)c2c1, ClCCl, [Na+], O. Product: Cc1c(F)cc(C(=O)NC2CC2)cc1-c1ccc2c(=O)n(CC3CC3)cc(CN3CCN(C)C(CO)C3)c2c1. RXN SMILES: [C:41]([O:42][BH-:43]([O:44][C:45](=[O:46])[CH3:47])[O:48][C:49](=[O:50])[CH3:51])(=[O:52])[CH3:53].[CH2:39]=[O:40].[CH:1]1([NH:4][C:5]([c:6]2[cH:7][c:8](-[c:14]3[cH:15][c:16]4[c:17]([CH2:29][N:30]5[CH2:31][CH:32]([CH2:36][OH:37])[NH:33][CH2:34][CH2:35]5)[cH:18][n:19]([CH2:25][CH:26]5[CH2:27][CH2:28]5)[c:20](=[O:24])[c:21]4[cH:22][cH:23]3)[c:9]([CH3:13])[c:10]([F:12])[cH:11]2)=[O:38])[CH2:2][CH2:3]1.[Cl:56][CH2:57][Cl:58].[Na+:54].[OH2:55]>>[CH:1]1([NH:4][C:5]([c:6]2[cH:7][c:8](-[c:14]3[cH:15][c:16]4[c:17]([CH2:29][N:30]5[CH2:31][CH:32]([CH2:36][OH:37])[N:33]([CH3:41])[CH2:34][CH2:35]5)[cH:18][n:19]([CH2:25][CH:26]5[CH2:27][CH2:28]5)[c:20](=[O:24])[c:21]4[cH:22][cH:23]3)[c:9]([CH3:13])[c:10]([F:12])[cH:11]2)=[O:38])[CH2:2][CH2:3]1. Starting materials: BrCCCCN1S(C2=C(S1(=O)=O)C=CC=C2)(=O)=O (2-(4-bromobutyl)-1,3,2-benzodithiazole 1,1,3,3-tetroxide), N1=C(N=CC=C1)N1CCNCC1 (1-(2-pyrimidinyl)piperazine), O (water). The solvent is CN(C)C=O (DMF). Conditions: temperature 0 celsius. Yields the product N1=C(N=CC=C1)N1CCN(CC1)CCCCN1S(C2=C(S1(=O)=O)C=CC=C2)(=O)=O (2-(4-(4-(2-pyrimidinyl)-1-piperazinyl)butyl)-1,3,2-benzodithiazole 1,1,3,3-tetroxide). Reaction SMILES: Br[CH2:2][CH2:3][CH2:4][CH2:5][N:6]1[S:10](=[O:12])(=[O:11])[C:9]2[CH:13]=[CH:14][CH:15]=[CH:16][C:8]=2[S:7]1(=[O:18])=[O:17].[N:19]1[CH:24]=[CH:23][CH:22]=[N:21][C:20]=1[N:25]1[CH2:30][CH2:29][NH:28][CH2:27][CH2:26]1.O>CN(C=O)C>[N:19]1[CH:24]=[CH:23][CH:22]=[N:21][C:20]=1[N:25]1[CH2:30][CH2:29][N:28]([CH2:2][CH2:3][CH2:4][CH2:5][N:6]2[S:10](=[O:12])(=[O:11])[C:9]3[CH:13]=[CH:14][CH:15]=[CH:16][C:8]=3[S:7]2(=[O:18])=[O:17])[CH2:27][CH2:26]1. Procedure: 0.028 mol of 2-(4-bromobutyl)-1,3,2-benzodithiazole 1,1,3,3-tetroxide and 0.056 mol of 1-(2-pyrimidinyl)piperazine in 125 ml of absolute DMF are stirred at 250° C. for 6 hours. The mixture is then cooled to 0° C., 150 ml of water are added dropwise with stirring, and the substance which has crystallised out is filtered off with suction. The product is purified by chromatography on silic gel; the eluting agent is ethyl acetate. The reactants are C(C)OC(=O)N1CCC2=NC=3C=CC=CC3C(=C2CC1)C (1,2,4,5-tetrahydro-11-methyl-3-azepino[4,5-b]quinoline-carboxylic acid ethyl ester), OO (hydrogen peroxide). Product: C(C)OC(=O)N1CCC2=[N+](C=3C=CC=CC3C(=C2CC1)C)[O-] (1,2,4,5-Tetrahydro-11-methyl-3-azepino[4,5-b]quinoline-carboxylic acid ethyl ester 6-oxide). The yield is 66.0%. RXN SMILES: [CH2:1]([O:3][C:4]([N:6]1[CH2:20][CH2:19][C:18]2[C:9](=[N:10][C:11]3[CH:12]=[CH:13][CH:14]=[CH:15][C:16]=3[C:17]=2[CH3:21])[CH2:8][CH2:7]1)=[O:5])[CH3:2].[OH:22]O>>[CH2:1]([O:3][C:4]([N:6]1[CH2:20][CH2:19][C:18]2[C:9](=[N+:10]([O-:22])[C:11]3[CH:12]=[CH:13][CH:14]=[CH:15][C:16]=3[C:17]=2[CH3:21])[CH2:8][CH2:7]1)=[O:5])[CH3:2]. Reported procedure: 1,2,4,5-Tetrahydro-11-methyl-3-azepino[4,5-b]quinoline-carboxylic acid ethyl ester 6-oxide was prepared analogous to Example 111 from 1,2,4,5-tetrahydro-11-methyl-3-azepino[4,5-b]quinoline-carboxylic acid ethyl ester and hydrogen peroxide.